describe an organic reaction: reactants, conditions, products, and yield From a dataset of the Open Reaction Database (ORD), a public repository of structured organic reaction records. The reactants are C1CCOC1, Cl, [Li+], CCOC(=O)CN1C(=O)C2(CCCC2)NCC1c1ccccc1, [OH-], O. Yields the product Cl, O=C(O)CN1C(=O)C2(CCCC2)NCC1c1ccccc1. As a reaction SMILES: [CH2:27]1[O:28][CH2:29][CH2:30][CH2:31]1.[ClH:26].[Li+:25].[O:1]=[C:2]1[N:3]([CH2:18][C:19](=[O:20])[O:21][CH2:22][CH3:23])[CH:4]([c:12]2[cH:13][cH:14][cH:15][cH:16][cH:17]2)[CH2:5][NH:6][C:7]12[CH2:8][CH2:9][CH2:10][CH2:11]2.[OH-:24].[OH2:32]>>[ClH:26].[O:1]=[C:2]1[N:3]([CH2:18][C:19](=[O:20])[OH:21])[CH:4]([c:12]2[cH:13][cH:14][cH:15][cH:16][cH:17]2)[CH2:5][NH:6][C:7]12[CH2:8][CH2:9][CH2:10][CH2:11]2.